This data is from the Open Reaction Database (ORD), a public repository of structured organic reaction records. The task is: describe an organic reaction: reactants, conditions, products, and yield Reactants: C(C)(=O)OC1=C(C(=C(C(=C1C)C)O)C(C)=O)C (3-acetyl-4-hydroxy-2,5,6-trimethylphenyl acetate), C1(CCC1)=O (cyclobutanone), N1CCCC1 (pyrrolidine), Cl (HCl). The solvent is C1(=CC=CC=C1)C (toluene), [OH-].[Na+] (NaOH), CO.O (MeOH water). Yields the product OC=1C(=C2C(CC3(CCC3)OC2=C(C1C)C)=O)C (6-hydroxy-5,7,8-trimethylspiro[chromene-2,1′-cyclobutan]-4(3H)-one). Yield: 40.0%. Reaction SMILES: C([O:4][C:5]1[C:10]([CH3:11])=[C:9]([CH3:12])[C:8]([OH:13])=[C:7]([C:14](=[O:16])[CH3:15])[C:6]=1[CH3:17])(=O)C.[C:18]1(=O)[CH2:21][CH2:20][CH2:19]1.N1CCCC1.Cl>C1(C)C=CC=CC=1.[OH-].[Na+].CO.O>[OH:4][C:5]1[C:6]([CH3:17])=[C:7]2[C:8](=[C:9]([CH3:12])[C:10]=1[CH3:11])[O:13][C:18]1([CH2:21][CH2:20][CH2:19]1)[CH2:15][C:14]2=[O:16] |f:5.6,7.8|. Reported procedure: To a solution of the above solid 3-acetyl-4-hydroxy-2,5,6-trimethylphenyl acetate (35 g) in 150 mL of toluene was added cyclobutanone (11.4 g) and pyrrolidine (15 mL). The reaction was allowed to reflux for 2 hours and water from the reaction was removed using a Dean-Stark apparatus. After the reaction was complete, the mixture was extracted with ethyl acetate and washed with 1N HCl and water. The organic layer was dried over anhydrous Na2SO4 and concentrated in vacuo to give 34 g of acetyl-prot... Reactants: CCOC(=O)c1nc(-c2cccc(N)c2)cs1, COC(=O)c1cccc(NC(=O)CN2N=C(C3CCCCC3)c3ccccc3N(CC(=O)C(C)(C)C)C2=O)c1. Yields the product CCOC(=O)CN1N=C(C2CCCCC2)c2ccccc2N(CC(=O)C(C)(C)C)C1=O. RXN SMILES: [CH2:40]([CH3:41])[O:42][C:43]([c:44]1[s:45][cH:46][c:47](-[c:48]2[cH:49][cH:50][cH:51][c:52]([NH2:53])[cH:54]2)[n:55]1)=[O:56].[CH3:1][O:2][C:3](=[O:4])[c:5]1[cH:6][cH:7][cH:8][c:9]([NH:10][C:11]([CH2:12][N:13]2[C:14](=[O:37])[N:15]([CH2:30][C:31]([C:32]([CH3:33])([CH3:34])[CH3:35])=[O:36])[c:16]3[c:17]([cH:26][cH:27][cH:28][cH:29]3)[C:18]([CH:20]3[CH2:21][CH2:22][CH2:23][CH2:24][CH2:25]3)=[N:19]2)=[O:38])[cH:39]1>>[C:11]([CH2:12][N:13]1[C:14](=[O:37])[N:15]([CH2:30][C:31]([C:32]([CH3:33])([CH3:34])[CH3:35])=[O:36])[c:16]2[c:17]([cH:26][cH:27][cH:28][cH:29]2)[C:18]([CH:20]2[CH2:21][CH2:22][CH2:23][CH2:24][CH2:25]2)=[N:19]1)(=[O:38])[O:42][CH2:40][CH3:41]. Reactants: O=C([O-])[O-], O=C=O, Oc1ccc(Cl)c2cccnc12, [K+], [K+], O. Product: O=C(O)c1cc(Cl)c2cccnc2c1O. RXN SMILES: [C:13]([O-:14])([O-:15])=[O:16].[C:19](=[O:20])=[O:21].[Cl:1][c:2]1[c:3]2[cH:4][cH:5][cH:6][n:7][c:8]2[c:9]([OH:12])[cH:10][cH:11]1.[K+:17].[K+:18].[OH2:22]>>[Cl:1][c:2]1[c:3]2[cH:4][cH:5][cH:6][n:7][c:8]2[c:9]([OH:12])[c:10]([C:13](=[O:14])[OH:15])[cH:11]1. Reactants: Cl (HCl), C(C)(C)(C)OC(=O)NCC(OC=1C=C2C(=CC1)N(CC21CCN(CC1)C(=O)OC(C)(C)C)C=1C2=C(N=CN1)CC[C@H]2C)C2=CC=CC=C2 (tert-butyl 5-(2-(tert-butoxycarbonylamino)-1-phenylethoxy)-1-((R)-5-methyl-6,7-dihydro-5H-cyclopenta[d]pyrimidin-4-yl)spiro[indoline-3,4′-piperidine]-1′-carboxylate), Cl (HCl). Run in C(Cl)Cl (DCM), CCOCC (ether), C(Cl)Cl (DCM), O1CCOCC1 (dioxane). Conditions: time 8 hour. Yields the product Cl.Cl.Cl.C[C@@H]1CCC=2N=CN=C(C21)N2CC1(CCNCC1)C1=CC(=CC=C21)OC(CN)C2=CC=CC=C2 (2-(1-((R)-5-methyl-6,7-dihydro-5H-cyclopenta[d]pyrimidin-4-yl)spiro[indoline-3,4′-piperidine]-5-yloxy)-2-phenylethanamine trihydrochloride). The yield is 5.0%. Reaction SMILES: C(OC([NH:8][CH2:9][CH:10]([C:43]1[CH:48]=[CH:47][CH:46]=[CH:45][CH:44]=1)[O:11][C:12]1[CH:13]=[C:14]2[C:20]3([CH2:25][CH2:24][N:23](C(OC(C)(C)C)=O)[CH2:22][CH2:21]3)[CH2:19][N:18]([C:33]3[C:34]4[C@H:41]([CH3:42])[CH2:40][CH2:39][C:35]=4[N:36]=[CH:37][N:38]=3)[C:15]2=[CH:16][CH:17]=1)=O)(C)(C)C.[ClH:49]>C(Cl)Cl.O1CCOCC1.CCOCC>[ClH:49].[ClH:49].[ClH:49].[CH3:42][C@H:41]1[C:34]2[C:33]([N:18]3[C:15]4[C:14](=[CH:13][C:12]([O:11][CH:10]([C:43]5[CH:44]=[CH:45][CH:46]=[CH:47][CH:48]=5)[CH2:9][NH2:8])=[CH:17][CH:16]=4)[C:20]4([CH2:21][CH2:22][NH:23][CH2:24][CH2:25]4)[CH2:19]3)=[N:38][CH:37]=[N:36][C:35]=2[CH2:39][CH2:40]1 |f:5.6.7.8|. Reported procedure: A solution of tert-butyl 5-(2-(tert-butoxycarbonylamino)-1-phenylethoxy)-1-((R)-5-methyl-6,7-dihydro-5H-cyclopenta[d]pyrimidin-4-yl)spiro[indoline-3,4′-piperidine]-1′-carboxylate (0.235 g, 0.358 mmol) in DCM (4 mL) was treated with 4N HCl in dioxane (1 mL). The reaction was stirred at about room temperature overnight. The solvents were removed and the crude residue was partitioned between DCM and 1N HCl. The aqueous phase was extracted with DCM (×3), and then basified with 1N NaOH. The free base... Starting materials: N#Cc1ccccc1N, CC(C)O, CCOC(=O)c1cnc2c(F)ccc(F)c2c1Cl. Yields the product CCOC(=O)c1cnc2c(F)ccc(F)c2c1Nc1ccccc1C#N. Reaction SMILES: [C:19]([c:20]1[c:21]([NH2:22])[cH:23][cH:24][cH:25][cH:26]1)#[N:27].[CH3:28][CH:29]([OH:30])[CH3:31].[Cl:1][c:2]1[c:3]([C:14](=[O:15])[O:16][CH2:17][CH3:18])[cH:4][n:5][c:6]2[c:7]([F:13])[cH:8][cH:9][c:10]([F:12])[c:11]12>>[c:2]1([NH:22][c:21]2[c:20]([C:19]#[N:27])[cH:26][cH:25][cH:24][cH:23]2)[c:3]([C:14](=[O:15])[O:16][CH2:17][CH3:18])[cH:4][n:5][c:6]2[c:7]([F:13])[cH:8][cH:9][c:10]([F:12])[c:11]12. Reactants: C=CCBr, CC(C)c1nc(O)cc(CCl)n1. Product: C=CCOc1cc(CCl)nc(C(C)C)n1. Reaction SMILES: [CH2:13]([CH:14]=[CH2:15])[Br:16].[Cl:1][CH2:2][c:3]1[n:4][c:5]([CH:10]([CH3:11])[CH3:12])[n:6][c:7]([OH:9])[cH:8]1>>[Cl:1][CH2:2][c:3]1[n:4][c:5]([CH:10]([CH3:11])[CH3:12])[n:6][c:7]([O:9][CH2:15][CH:14]=[CH2:13])[cH:8]1. Reactants: O1C(=NC=C1)C1=CC=C(C=C1)O (4-(2-oxazolyl)phenol), C(=O)([O-])[O-].[K+].[K+] (K2CO3), C(=O)(O)[O-].[Na+] (NaHCO3), FC1=CC=C(C=O)C=C1 (4-fluorobenzaldehyde). Solvent: CN(C)C=O (DMF). Conditions: time 30 minute. Yields the product O1C(=NC=C1)C1=CC=C(OC2=CC=C(C=O)C=C2)C=C1 (4-[4-(2-oxazolyl)phenoxy]benzaldehyde). The yield is 94.8%. RXN SMILES: [O:1]1[CH:5]=[CH:4][N:3]=[C:2]1[C:6]1[CH:11]=[CH:10][C:9]([OH:12])=[CH:8][CH:7]=1.C([O-])([O-])=O.[K+].[K+].F[C:20]1[CH:27]=[CH:26][C:23]([CH:24]=[O:25])=[CH:22][CH:21]=1.C([O-])(O)=O.[Na+]>CN(C=O)C>[O:1]1[CH:5]=[CH:4][N:3]=[C:2]1[C:6]1[CH:11]=[CH:10][C:9]([O:12][C:20]2[CH:27]=[CH:26][C:23]([CH:24]=[O:25])=[CH:22][CH:21]=2)=[CH:8][CH:7]=1 |f:1.2.3,5.6|. Procedure: To a solution of 4-(2-oxazolyl)phenol (4.1 g, 25.44 mmol) in DMF (98 ml), K2CO3 (3.52 g, 25.44 mmol, 1 equiv.) was added. The reaction was stirred at ambient temperature for 30 min. Then, 4-fluorobenzaldehyde (2.73 mL, 25.44 mmol, 1 equiv., Aldrich # 12,837-6) was added and stirring was continued at 150° C. for 4 hours. After cooling, saturated NaHCO3 was added to the reaction mixture. The reaction mixture was extracted with ethyl acetate. The organic layer was washed with brine, dried over Na2S...